describe an organic reaction: reactants, conditions, products, and yield From a dataset of the Open Reaction Database (ORD), a public repository of structured organic reaction records. Starting materials: COC1=CC=CC2=C1C(CO2)NC2=NC1=CC=C(C=C1C=C2)N (rac-N2-(4-Methoxy-2,3-dihydro-benzofuran-3-yl)-quinoline-2,6-diamine), C1(CC1)C(=O)O (cyclopropanecarboxylic acid). The product is COC1=CC=CC2=C1C(CO2)NC2=NC1=CC=C(C=C1C=C2)NC(=O)C2CC2 (rac-Cyclopropanecarboxylic acid [2-(4-methoxy-2,3-dihydro-benzofuran-3-ylamino)-quinolin-6-yl]-amide), solid. Isolated yield 36.0%. RXN SMILES: [CH3:1][O:2][C:3]1[C:8]2[CH:9]([NH:12][C:13]3[CH:22]=[CH:21][C:20]4[C:15](=[CH:16][CH:17]=[C:18]([NH2:23])[CH:19]=4)[N:14]=3)[CH2:10][O:11][C:7]=2[CH:6]=[CH:5][CH:4]=1.[CH:24]1([C:27](O)=[O:28])[CH2:26][CH2:25]1>>[CH3:1][O:2][C:3]1[C:8]2[CH:9]([NH:12][C:13]3[CH:22]=[CH:21][C:20]4[C:15](=[CH:16][CH:17]=[C:18]([NH:23][C:27]([CH:24]5[CH2:26][CH2:25]5)=[O:28])[CH:19]=4)[N:14]=3)[CH2:10][O:11][C:7]=2[CH:6]=[CH:5][CH:4]=1. Procedure: The title compound was prepared from rac-N2-(4-methoxy-2,3-dihydro-benzofuran-3-yl)-quinoline-2,6-diamine (Example 173) (154 mg, 0.5 mmol) and commercially available cyclopropanecarboxylic acid (40 ul, 0.5 mmol) in accordance with the general method 14 described in example 119 and was obtained as an off-white solid (68 mg, 36%); MS: m/e=376.3 (M+H+). Reactants: Brc1cnc(NC2CCCNC2)nc1, O=C(O)c1ccccc1-c1ccccc1. Product: O=C(c1ccccc1-c1ccccc1)N1CCCC(Nc2ncc(Br)cn2)C1. Reaction SMILES: [Br:16][c:17]1[cH:18][n:19][c:20]([NH:23][CH:24]2[CH2:25][NH:26][CH2:27][CH2:28][CH2:29]2)[n:21][cH:22]1.[c:1]1(-[c:10]2[cH:11][cH:12][cH:13][cH:14][cH:15]2)[c:2]([C:7](=[O:8])[OH:9])[cH:3][cH:4][cH:5][cH:6]1>>[c:1]1(-[c:10]2[cH:11][cH:12][cH:13][cH:14][cH:15]2)[c:2]([C:7](=[O:9])[N:26]2[CH2:25][CH:24]([NH:23][c:20]3[n:19][cH:18][c:17]([Br:16])[cH:22][n:21]3)[CH2:29][CH2:28][CH2:27]2)[cH:3][cH:4][cH:5][cH:6]1. Starting materials: O=C(O)c1cccc(OCc2ccccc2)c1, Cc1ccccc1, O=S(Cl)Cl. RXN SMILES: [CH2:1]([c:2]1[cH:3][cH:4][cH:5][cH:6][cH:7]1)[O:8][c:9]1[cH:10][c:11]([C:12](=[O:13])[OH:14])[cH:15][cH:16][cH:17]1.[CH3:22][c:23]1[cH:24][cH:25][cH:26][cH:27][cH:28]1.[S:18]([Cl:19])([Cl:20])=[O:21]>>[CH2:1]([c:2]1[cH:3][cH:4][cH:5][cH:6][cH:7]1)[O:8][c:9]1[cH:10][c:11]([C:12](=[O:13])[Cl:20])[cH:15][cH:16][cH:17]1. Yields the product O=C(Cl)c1cccc(OCc2ccccc2)c1. Starting materials: C(C1=CC=CC=C1)(=O)Cl (benzoyl chloride), C[C@H]1[C@@H]([C@H]([C@H]([C@@H](O1)O[C@H]2C[C@H]([C@@]3([C@@H]4[C@@H](CC[C@@]3(C2)O)[C@]5(CC[C@@H]([C@]5(C[C@H]4O)C)C6=CC(=O)OC6)O)CO)O)O)O)O (Ouabain), [OH-].[Na+] (sodium hydroxide), Cl.CC1=C(C(=CC=C1)C)NCC(C)O (1-(2,6-dimethylphenyl-amino)-2-propanol hydrochloride). Run in C1=CC=CC=C1 (benzene). Reaction conditions: time 5 hour. Product: CC1=C(C(=CC=C1)C)N(C(C1=CC=CC=C1)=O)CC(C)O (1-[N-(2,6-dimethylphenyl)-benzamido]-2-propanol). Isolated yield 94.0%. As a reaction SMILES: C[C@@H]1O[C@@H](O[C@@H]2C[C@:17]3(O)[C@@:12](CO)([C@H:13]4[C@H:26]([OH:27])C[C@@]5(C)[C@](O)(CC[C@@H]5C5COC(=O)C=5)[C@@H:14]4[CH2:15][CH2:16]3)[C@H](O)C2)[C@H](O)[C@H](O)[C@H]1O.[OH-].[Na+].Cl.[CH3:45][C:46]1[CH:51]=[CH:50][CH:49]=[C:48]([CH3:52])[C:47]=1[NH:53][CH2:54][CH:55]([OH:57])[CH3:56].C(Cl)(=O)C1C=CC=CC=1>C1C=CC=CC=1>[CH3:52][C:48]1[CH:49]=[CH:50][CH:51]=[C:46]([CH3:45])[C:47]=1[N:53]([CH2:54][CH:55]([OH:57])[CH3:56])[C:26](=[O:27])[C:13]1[CH:14]=[CH:15][CH:16]=[CH:17][CH:12]=1 |f:1.2,3.4|. Procedure details: 100 ml of a 2 n aqueous sodium hydroxide solution are added dropwise, under ice cooling and vigorous stirring, to a suspension of 21.6 g (0.1 moles) of 1-(2,6-dimethylphenyl-amino)-2-propanol hydrochloride in 100 ml of benzene, and then 12.2 ml (14.6 g, 0.1 moles) of benzoyl chloride are dropped into the mixture at room temperature. The resulting mixture is stirred at room temperature for 5 hours and allowed to stand overnight. The aqueous phase is separated, the benzene phase is washed twice wi... The reactants are Oc1cccc(Br)c1, Oc1ccc(F)c(F)c1, O=C1C(=O)N(C(c2ccccc2)c2ccccc2)c2ccccc21. Product: O=C1N(C(c2ccccc2)c2ccccc2)c2ccccc2C1(O)c1cc(F)c(F)cc1O. As a reaction SMILES: [Br:10][c:11]1[cH:12][c:13]([OH:14])[cH:15][cH:16][cH:17]1.[F:1][c:2]1[cH:3][c:4]([OH:9])[cH:5][cH:6][c:7]1[F:8].[c:18]1([CH:24]([N:25]2[C:26](=[O:35])[C:27](=[O:34])[c:28]3[cH:29][cH:30][cH:31][cH:32][c:33]32)[c:36]2[cH:37][cH:38][cH:39][cH:40][cH:41]2)[cH:19][cH:20][cH:21][cH:22][cH:23]1>>[F:1][c:2]1[cH:3][c:4]([OH:9])[c:5]([C:27]2([OH:34])[C:26](=[O:35])[N:25]([CH:24]([c:18]3[cH:19][cH:20][cH:21][cH:22][cH:23]3)[c:36]3[cH:37][cH:38][cH:39][cH:40][cH:41]3)[c:33]3[c:28]2[cH:29][cH:30][cH:31][cH:32]3)[cH:6][c:7]1[F:8].